Task: describe an organic reaction: reactants, conditions, products, and yield. Dataset: the Open Reaction Database (ORD), a public repository of structured organic reaction records Starting materials: FC1=CC=C(CCl)C=C1 (4-fluorobenzyl chloride), C(CCC)[Li] (n-butyllithium), COC(C1=CC=NC=C1)OC (4-dimethoxymethyl-pyridine), [Cl-].[NH4+] (ammonium chloride). Run in O1CCCC1 (tetrahydrofuran), CCCCCC (hexane), O1CCCC1 (tetrahydrofuran). Run at time 30 minute. Product: FC1=CC=C(C=C1)CC(OC)(OC)C1=CC=NC=C1 (4-[2-(4-Fluoro-phenyl)-1,1-dimethoxy-ethyl]-pyridine). Yield: 94.8%. As a reaction SMILES: C([Li])CCC.[CH3:6][O:7][CH:8]([O:15][CH3:16])[C:9]1[CH:14]=[CH:13][N:12]=[CH:11][CH:10]=1.[F:17][C:18]1[CH:25]=[CH:24][C:21]([CH2:22]Cl)=[CH:20][CH:19]=1.[Cl-].[NH4+]>CCCCCC.O1CCCC1>[F:17][C:18]1[CH:25]=[CH:24][C:21]([CH2:22][C:8]([C:9]2[CH:14]=[CH:13][N:12]=[CH:11][CH:10]=2)([O:15][CH3:16])[O:7][CH3:6])=[CH:20][CH:19]=1 |f:3.4|. Reported procedure: 315 mL of n-butyllithium 1.6 M solution in hexane is added dropwise to a solution of 70.3 g (0.46 mole) of 4-dimethoxymethyl-pyridine in 1.4 L of tetrahydrofuran under nitrogen at −70° C. After 30 min. at −70° C., 73 g (0.505 mole) of 4-fluorobenzyl chloride in 280 mL of tetrahydrofuran is added dropwise. After 10 more min. at −70° C., the reaction mixture is allowed to reach room temperature and then stirred for 30 further min. The reaction mixture is poured into 2 L ammonium chloride solution ... Reactants: CC(C)([O-])C.[Na+] (sodium tert-butoxide), C(C)(C)(C)P(C(C)(C)C)C(C)(C)C (tri-tert-butyl phosphine), BrC1=CC=C2C=3C=CC(=CC3C(C2=C1)(CC)CC)C=1N(C=CC1)C (2-(7-bromo-9,9-diethyl-9H-fluoren-2-yl)-1-methyl-1H-pyrrole), C1(=CC=CC=C1)NC1=CC=CC=C1 (diphenylamine). The reagents and catalysts are C=1C=CC(=CC1)/C=C/C(=O)/C=C/C2=CC=CC=C2.C=1C=CC(=CC1)/C=C/C(=O)/C=C/C2=CC=CC=C2.[Pd] (Pd(dba)2). Yields the product C(C)C1(C2=CC(=CC=C2C=2C=CC(=CC12)N(C1=CC=CC=C1)C1=CC=CC=C1)C=1N(C=CC1)C)CC (9,9-diethyl-7-(1-methyl-1H-pyrrol-2-yl)-N,N-diphenyl-9H-fluoren-2-amine). RXN SMILES: C[C:2]([CH3:5])([O-])[CH3:3].[Na+].[C:7](P(C(C)(C)C)C(C)(C)C)(C)([CH3:9])[CH3:8].BrC1C=C2C([C:25]3[CH:26]=[CH:27][C:28]([C:38]4[N:39]([CH3:43])[CH:40]=[CH:41][CH:42]=4)=[CH:29][C:30]=3[C:31]2([CH2:36][CH3:37])[CH2:34][CH3:35])=CC=1.[C:44]1([NH:50][C:51]2[CH:56]=[CH:55][CH:54]=[CH:53][CH:52]=2)[CH:49]=[CH:48][CH:47]=[CH:46][CH:45]=1>C1C=CC(/C=C/C(/C=C/C2C=CC=CC=2)=O)=CC=1.C1C=CC(/C=C/C(/C=C/C2C=CC=CC=2)=O)=CC=1.[Pd]>[CH2:36]([C:31]1([CH2:34][CH3:35])[C:53]2[CH:52]=[C:51]([N:50]([C:3]3[CH:2]=[CH:5][CH:9]=[CH:7][CH:8]=3)[C:44]3[CH:45]=[CH:46][CH:47]=[CH:48][CH:49]=3)[CH:56]=[CH:55][C:54]=2[C:25]2[C:30]1=[CH:29][C:28]([C:38]1[N:39]([CH3:43])[CH:40]=[CH:41][CH:42]=1)=[CH:27][CH:26]=2)[CH3:37] |f:0.1,5.6.7|. Procedure: As shown in scheme 2, 2,7-dibromo-9,9-diethyl-9H-fluorene (21) is reacted with 1-methyl-2-(tributylstannyl)-1H-pyrrole by Stille coupling reaction to obtain 2-(7-bromo-9,9-diethyl-9H-fluoren-2-yl)-1-methyl-1H-pyrrole (22). Then, in the presence of sodium tert-butoxide, Pd(dba)2, and tri-tert-butyl phosphine, 2-(7-bromo-9,9-diethyl-9H-fluoren-2-yl)-1-methyl-1H-pyrrole (22) is reacted with diphenylamine to obtain 9,9-diethyl-7-(1-methyl-1H-pyrrol-2-yl)-N,N-diphenyl-9H-fluoren-2-amine (23a). n-buty... Starting materials: CN(S(=O)(=O)C1=CC=C(C=C1)C)N=O (N-methyl-N-nitroso-p-toluenesulfonamide), [OH-].[K+] (KOH), [N+](=[N-])=C (diazomethane), [OH-].[K+] (KOH), C(C1=CC=CC=C1)(=O)O (benzoic acid), [N+](=[N-])=C (DAM). Run in CS(=O)C (DMSO), CN(C)C=O (DMF). Product: C(C1=CC=CC=C1)(=O)OC (methyl benzoate). RXN SMILES: [OH-].[K+].[CH3:3]N(N=O)S(C1C=CC(C)=CC=1)(=O)=O.[N+](=C)=[N-].[C:20]([OH:28])(=[O:27])[C:21]1[CH:26]=[CH:25][CH:24]=[CH:23][CH:22]=1>CS(C)=O.CN(C=O)C>[C:20]([O:28][CH3:3])(=[O:27])[C:21]1[CH:26]=[CH:25][CH:24]=[CH:23][CH:22]=1 |f:0.1|. Reported procedure: In a 1.5 l double-walled glass reactor 531 g of aqueous 30% KOH solution are submitted and are heated, respectively, to 40° C., 55° C. and 70° C. By controlled dropwise addition of 405.8 g of 26.4% N-methyl-N-nitroso-p-toluenesulfonamide (MNTSA) solution in DMSO into this KOH solution, diazomethane (DAM) is generated and is aspirated in gaseous form into a glass reactor via a frit by means of vacuum at 500 mbar. The metered addition is effected in such a way that the diazomethane concentration i... The reactants are ClCC1=NN=C(O1)C1=CC=C(C=C1)C1=CC(=CC(=C1C)F)C(=O)NC1CC1 (4′-[5-(chloromethyl)-1,3,4-oxadiazol-2-yl]-N-cyclopropyl-5-fluoro-6-methyl-1,1′-biphenyl-3-carboxamide), ClCC1=NN=C(O1)C1=CC=C(C=C1)C1=CC(=CC(=C1C)F)C(=O)NC1CC1 (4′-[5-(chloromethyl)-1,3,4-oxadiazol-2-yl]-N-cyclopropyl-5-fluoro-6-methyl-1,1′-biphenyl-3-carboxamide), [I-].[K+] (potassium iodide). Solvent: C1(CC1)N (cyclopropylamine). Product: C1(CC1)NC(=O)C=1C=C(C(=C(C1)F)C)C1=CC=C(C=C1)C=1OC(=NN1)CNC1CC1 (N-cyclopropyl-4′-{5-[(cyclopropylamino)methyl]-1,3,4-oxadiazol-2-yl}-5-fluoro-6-methyl-1,1′-biphenyl-3-carboxamide). RXN SMILES: Cl[CH2:2][C:3]1[O:7][C:6]([C:8]2[CH:13]=[CH:12][C:11]([C:14]3[C:19]([CH3:20])=[C:18]([F:21])[CH:17]=[C:16]([C:22]([NH:24][CH:25]4[CH2:27][CH2:26]4)=[O:23])[CH:15]=3)=[CH:10][CH:9]=2)=[N:5][N:4]=1.[I-].[K+]>C1(N)CC1>[CH:25]1([NH:24][C:22]([C:16]2[CH:15]=[C:14]([C:11]3[CH:12]=[CH:13][C:8]([C:6]4[O:7][C:3]([CH2:2][NH:24][CH:25]5[CH2:27][CH2:26]5)=[N:4][N:5]=4)=[CH:9][CH:10]=3)[C:19]([CH3:20])=[C:18]([F:21])[CH:17]=2)=[O:23])[CH2:27][CH2:26]1 |f:1.2|. Procedure: 4′-[5-(Chloromethyl)-1,3,4-oxadiazol-2-yl]-N-cyclopropyl-5-fluoro-6-methyl-1,1′-biphenyl-3-carboxamide (Intermediate 34) (50 mg) and potassium iodide (22 mg) were stirred in cyclopropylamine (2 ml) for 48 hours. The reaction was absorbed onto silica and purified by chromatography on a biotage column (silica, 9 g), eluting with DCM/methanol (99:1). The product fractions were reduced to dryness under vacuum to give N-cyclopropyl-4′-{5-[(cyclopropylamino)methyl]-1,3,4-oxadiazol-2-yl}-5-fluoro-6-met...